This data is from the Open Reaction Database (ORD), a public repository of structured organic reaction records. The task is: describe an organic reaction: reactants, conditions, products, and yield The reactants are CC(=O)N1c2ccc(C#C[Si](C(C)C)(C(C)C)C(C)C)cc2C(Nc2cccc(C)n2)CC1C, CCCC[N+](CCCC)(CCCC)CCCC, [F-], C1CCOC1. Product: C#Cc1ccc2c(c1)C(Nc1cccc(C)n1)CC(C)N2C(C)=O. RXN SMILES: [C:1]([CH3:2])(=[O:3])[N:4]1[CH:5]([CH3:34])[CH2:6][CH:7]([NH:26][c:27]2[n:28][c:29]([CH3:33])[cH:30][cH:31][cH:32]2)[c:8]2[cH:9][c:10]([C:14]#[C:15][Si:16]([CH:17]([CH3:18])[CH3:19])([CH:20]([CH3:21])[CH3:22])[CH:23]([CH3:24])[CH3:25])[cH:11][cH:12][c:13]21.[CH2:36]([N+:37]([CH2:38][CH2:39][CH2:40][CH3:41])([CH2:42][CH2:43][CH2:44][CH3:45])[CH2:46][CH2:47][CH2:48][CH3:49])[CH2:50][CH2:51][CH3:52].[F-:35].[O:53]1[CH2:54][CH2:55][CH2:56][CH2:57]1>>[C:1]([CH3:2])(=[O:3])[N:4]1[CH:5]([CH3:34])[CH2:6][CH:7]([NH:26][c:27]2[n:28][c:29]([CH3:33])[cH:30][cH:31][cH:32]2)[c:8]2[cH:9][c:10]([C:14]#[CH:15])[cH:11][cH:12][c:13]21.